Dataset: the Open Reaction Database (ORD), a public repository of structured organic reaction records. Task: describe an organic reaction: reactants, conditions, products, and yield Reactants: CCCCC(CC)COC(=O)CCS, C1COCCO1, CCN(C(C)C)C(C)C, Ic1ccc2c(ccc3nnc(-c4ccccn4)n32)c1, O=C(C=Cc1ccccc1)C=Cc1ccccc1, O=C(C=Cc1ccccc1)C=Cc1ccccc1, O=C(C=Cc1ccccc1)C=Cc1ccccc1, [Pd], [Pd], CC1(C)c2cccc(P(c3ccccc3)c3ccccc3)c2Oc2c(P(c3ccccc3)c3ccccc3)cccc21. The product is CCCCC(CC)COC(=O)CCSc1ccc2c(ccc3nnc(-c4ccccn4)n32)c1. As a reaction SMILES: [CH2:21]([CH3:22])[CH:23]([CH2:24][O:25][C:26]([CH2:27][CH2:28][SH:29])=[O:30])[CH2:31][CH2:32][CH2:33][CH3:34].[CH2:86]1[O:87][CH2:88][CH2:89][O:90][CH2:91]1.[CH:35]([N:36]([CH2:37][CH3:38])[CH:39]([CH3:40])[CH3:41])([CH3:42])[CH3:43].[I:1][c:2]1[cH:3][c:4]2[cH:5][cH:6][c:7]3[n:8]([c:9]2[cH:10][cH:11]1)[c:12](-[c:15]1[n:16][cH:17][cH:18][cH:19][cH:20]1)[n:13][n:14]3.[O:112]=[C:113]([CH:114]=[CH:115][c:116]1[cH:117][cH:118][cH:119][cH:120][cH:121]1)[CH:122]=[CH:123][c:124]1[cH:125][cH:126][cH:127][cH:128][cH:129]1.[O:130]=[C:131]([CH:132]=[CH:133][c:134]1[cH:135][cH:136][cH:137][cH:138][cH:139]1)[CH:140]=[CH:141][c:142]1[cH:143][cH:144][cH:145][cH:146][cH:147]1.[O:94]=[C:95]([CH:96]=[CH:97][c:98]1[cH:99][cH:100][cH:101][cH:102][cH:103]1)[CH:104]=[CH:105][c:106]1[cH:107][cH:108][cH:109][cH:110][cH:111]1.[Pd:92].[Pd:93].[c:44]1([P:45]([c:46]2[cH:47][cH:48][cH:49][cH:50][cH:51]2)[c:52]2[c:53]3[c:77]([cH:78][cH:79][cH:80]2)[C:74]([CH3:75])([CH3:76])[c:56]2[c:55]([c:60]([P:61]([c:62]4[cH:63][cH:64][cH:65][cH:66][cH:67]4)[c:68]4[cH:69][cH:70][cH:71][cH:72][cH:73]4)[cH:59][cH:58][cH:57]2)[O:54]3)[cH:81][cH:82][cH:83][cH:84][cH:85]1>>[c:2]1([S:29][CH2:28][CH2:27][C:26]([O:25][CH2:24][CH:23]([CH2:21][CH3:22])[CH2:31][CH2:32][CH2:33][CH3:34])=[O:30])[cH:3][c:4]2[cH:5][cH:6][c:7]3[n:8]([c:9]2[cH:10][cH:11]1)[c:12](-[c:15]1[n:16][cH:17][cH:18][cH:19][cH:20]1)[n:13][n:14]3.